From a dataset of the Open Reaction Database (ORD), a public repository of structured organic reaction records. describe an organic reaction: reactants, conditions, products, and yield Starting materials: O.O.O.O.O.O.[N+](=O)([O-])[O-].[Mg+2].[N+](=O)([O-])[O-] (magnesium nitrate hexahydrate), [N+](=O)(O)[O-] (nitric acid). Run in O (water). Product: [N+](=O)([O-])[O-].[Mg+2].[N+](=O)([O-])[O-] (magnesium nitrate). Reaction SMILES: O.O.O.O.O.O.[N+:7]([O-:10])([O-:9])=[O:8].[Mg+2:11].[N+:12]([O-:15])([O-:14])=[O:13].[N+]([O-])(O)=O>O>[N+:7]([O-:10])([O-:9])=[O:8].[Mg+2:11].[N+:12]([O-:15])([O-:14])=[O:13] |f:0.1.2.3.4.5.6.7.8,11.12.13|. Reported procedure: An aqueous solution of magnesium nitrate was prepared by dissolving 769.2 g. (3.0 moles) flaked magnesium nitrate hexahydrate in 1500 g. deionized water. To this solution was added 205.9 g. (2.29 moles) concentrated nitric acid. Starting materials: BrC=1C=NC=C(C1)Br (3,5-dibromopyridine), [OH-].[K+] (potassium hydroxide), N1=CC(=CC=C1)B(CC)CC (3-pyridyldiethylborane). The reagents and catalysts are C=1C=CC(=CC1)[P](C=2C=CC=CC2)(C=3C=CC=CC3)[Pd]([P](C=4C=CC=CC4)(C=5C=CC=CC5)C=6C=CC=CC6)([P](C=7C=CC=CC7)(C=8C=CC=CC8)C=9C=CC=CC9)[P](C=1C=CC=CC1)(C=1C=CC=CC1)C=1C=CC=CC1 (Tetrakis(triphenylphosphine)palladium), [Br-].C(CCC)[N+](CCCC)(CCCC)CCCC (tetra-n-butylammonium bromide). The solvent is O1CCCC1 (tetrahydrofuran), C(C)(=O)OCC (ethyl acetate). Yields the product BrC=1C=NC=C(C1)C=1C=NC=CC1 (3-Bromo-5-(3-pyridyl)pyridine). Yield: 33.0%. As a reaction SMILES: Br[C:2]1[CH:3]=[N:4][CH:5]=[C:6]([Br:8])[CH:7]=1.[OH-].[K+].[N:11]1[CH:16]=[CH:15][CH:14]=[C:13](B(CC)CC)[CH:12]=1>O1CCCC1.[Br-].C([N+](CCCC)(CCCC)CCCC)CCC.C(OCC)(=O)C.C1C=CC([P]([Pd]([P](C2C=CC=CC=2)(C2C=CC=CC=2)C2C=CC=CC=2)([P](C2C=CC=CC=2)(C2C=CC=CC=2)C2C=CC=CC=2)[P](C2C=CC=CC=2)(C2C=CC=CC=2)C2C=CC=CC=2)(C2C=CC=CC=2)C2C=CC=CC=2)=CC=1>[Br:8][C:6]1[CH:5]=[N:4][CH:3]=[C:2]([C:13]2[CH:12]=[N:11][CH:16]=[CH:15][CH:14]=2)[CH:7]=1 |f:1.2,5.6,^1:54,56,75,94|. Procedure details: Tetrakis(triphenylphosphine)palladium (915 mg; 0.75 mM) was added to a solution of 3,5-dibromopyridine (4.74 g, 20 mM) in 75 mL of tetrahydrofuran. After stirring for 5 minutes tetra-n-butylammonium bromide (483 mg; 1.5 mM), finely powdered potassium hydroxide (2.52 g; 45 mM) and 3-pyridyldiethylborane (2.2 g; 15 mM) were added and the resulting reaction mixture was heated to reflux for 2 hours. The reaction mixture was cooled, diluted with 100 mL of ethyl acetate and washed with 10×25 mL of sat... Reactants: Cl.ClCC1=NC2=CC=CC=C2C=C1 (2-Chloromethylquinoline hydrochloride), COC=1C=C2CCCN3C2=C(C1)NC3=S (5,6-dihydro-8-methoxy-4H-imidazo[4,5,1-ij]quinoline-2(1H)-thione), [OH-].[Na+] (NaOH). Run in CCO (EtOH). The product is COC=1C=C2CCCN3C2=C(C1)N=C3SCC3=NC1=CC=CC=C1C=C3 (5,6-Dihydro-8-methoxy-2-(quinolin-2-ylmethylthio)-4H-imidazo-[4,5,1-ij]quinoline). Yield: 61.2%. Reaction SMILES: Cl.Cl[CH2:3][C:4]1[CH:13]=[CH:12][C:11]2[C:6](=[CH:7][CH:8]=[CH:9][CH:10]=2)[N:5]=1.[CH3:14][O:15][C:16]1[CH:17]=[C:18]2[C:23]3=[C:24]([NH:26][C:27](=[S:28])[N:22]3[CH2:21][CH2:20][CH2:19]2)[CH:25]=1.[OH-].[Na+]>CCO>[CH3:14][O:15][C:16]1[CH:17]=[C:18]2[C:23]3=[C:24]([N:26]=[C:27]([S:28][CH2:3][C:4]4[CH:13]=[CH:12][C:11]5[C:6](=[CH:7][CH:8]=[CH:9][CH:10]=5)[N:5]=4)[N:22]3[CH2:21][CH2:20][CH2:19]2)[CH:25]=1 |f:0.1,3.4|. Reported procedure: 2-Chloromethylquinoline hydrochloride (0.845 g, 4.0 mmol) was added to a solution of 5,6-dihydro-8-methoxy-4H-imidazo[4,5,1-ij]quinoline-2(1H)-thione (0.871 g, 4.0 mmol) in 1 N-NaOH (8 ml) and EtOH (8 ml). The mixture was heated to reflux, cooled to room temperature, concentrated in vacuo, and the aqueous residue extracted with CH2Cl2 (50 ml). The extract was washed with 1NNaOH (2×30 ml), and brine (20 ml), dried (MgSO4), and evaporated in vacuo to give an oil which was purified by chromatograph...